Dataset: the Open Reaction Database (ORD), a public repository of structured organic reaction records. Task: describe an organic reaction: reactants, conditions, products, and yield Reactants: ClC=1C=C(C=C(C1)C(C(F)(F)F)(C)C)[C@H](CC(=O)OCC)NC(CNC(C1=CC(=CC(=C1)NC=1NCC(CN1)O)O)=O)=O ((3S)-ethyl 3-(3-chloro-5-(1,1,1-trifluoro-2-methylpropan-2-yl)phenyl)-3-(2-(3-hydroxy-5-((5-hydroxy-1,4,5,6-tetrahydropyrimidin-2-yl)amino)benzamido)acetamido)propanoate), O.[OH-].[Li+] (lithium hydroxide monohydrate), ClCCl (dichloromethane). Solvent: C(C)#N.O (acetonitrile water), O (water). Conditions: time 8 hour. Product: ClC=1C=C(C=C(C1)C(C(F)(F)F)(C)C)[C@H](CC(=O)O)NC(CNC(C1=CC(=CC(=C1)NC=1NCC(CN1)O)O)=O)=O ((3S)-3-(3-chloro-5-(1,1,1-trifluoro-2-methylpropan-2-yl)phenyl)-3-(2-(3-hydroxy-5-((5-hydroxy-1,4,5,6-tetrahydropyrimidin-2-yl)amino)benzamido)acetamido)propanoic acid). RXN SMILES: [Cl:1][C:2]1[CH:3]=[C:4]([C@@H:15]([NH:22][C:23](=[O:43])[CH2:24][NH:25][C:26](=[O:42])[C:27]2[CH:32]=[C:31]([NH:33][C:34]3[NH:35][CH2:36][CH:37]([OH:40])[CH2:38][N:39]=3)[CH:30]=[C:29]([OH:41])[CH:28]=2)[CH2:16][C:17]([O:19]CC)=[O:18])[CH:5]=[C:6]([C:8]([CH3:14])([CH3:13])[C:9]([F:12])([F:11])[F:10])[CH:7]=1.O.[OH-].[Li+].ClCCl>C(#N)C.O.O>[Cl:1][C:2]1[CH:3]=[C:4]([C@@H:15]([NH:22][C:23](=[O:43])[CH2:24][NH:25][C:26](=[O:42])[C:27]2[CH:32]=[C:31]([NH:33][C:34]3[NH:39][CH2:38][CH:37]([OH:40])[CH2:36][N:35]=3)[CH:30]=[C:29]([OH:41])[CH:28]=2)[CH2:16][C:17]([OH:19])=[O:18])[CH:5]=[C:6]([C:8]([CH3:13])([CH3:14])[C:9]([F:12])([F:10])[F:11])[CH:7]=1 |f:1.2.3,5.6|. Procedure: To a suspension of (3S)-ethyl 3-(3-chloro-5-(1,1,1-trifluoro-2-methylpropan-2-yl)phenyl)-3-(2-(3-hydroxy-5-((5-hydroxy-1,4,5,6-tetrahydropyrimidin-2-yl)amino)benzamido)acetamido)propanoate (from step 2 above) (0.785 mmol, crude residue) in a mixture of acetonitrile/water (1:1) (6 mL) was added lithium hydroxide monohydrate (165 mg, 3.932 mmol) and the reaction mixture was stirred at room temperature overnight. The solvent was evaporated in vacuo to afford a yellow-orange viscous residue and the ... Isolated yield 52.6%. Solvent: O1CCCC1 (tetrahydrofuran). Run at time 3 hour. The product is C(C1=CC=CC=C1)OC(=O)N1[C@H](CCC1)C=CCO ((R)-1-(N-Benzyloxycarbonylpyrrolidin-2-yl)-3-hydroxypropene). Procedure details: To a stirred solution of (R)-ethyl 3-(N-benzyloxycarbonylpyrrolidin-2-yl)-2-propenoate (574 g) in tetrahydrofuran (5.7 L) at about -78° C. was added boron trifluoride etherate (295.4 g) and then diisobutylaluminum hydride (1.5M in toluene, 3.91 L, 3.1 eq) added (over two hours) maintaining the temperature below -62° C. The resulting solution was stirred (between -78° and -62° C.) for three hours and then quenched into aqueous citric acid solution (2 kg citric acid in 5 L water plus 4 L ice) over... Starting materials: C(C1=CC=CC=C1)OC(=O)N1[C@H](CCC1)C=CC(=O)OCC ((R)-ethyl 3-(N-benzyloxycarbonylpyrrolidin-2-yl)-2-propenoate), B(F)(F)F.CCOCC (boron trifluoride etherate), [H-].C(C(C)C)[Al+]CC(C)C (diisobutylaluminum hydride). As a reaction SMILES: [CH2:1]([O:8][C:9]([N:11]1[CH2:15][CH2:14][CH2:13][C@@H:12]1[CH:16]=[CH:17][C:18](OCC)=[O:19])=[O:10])[C:2]1[CH:7]=[CH:6][CH:5]=[CH:4][CH:3]=1.B(F)(F)F.CCOCC.[H-].C([Al+]CC(C)C)C(C)C>O1CCCC1>[CH2:1]([O:8][C:9]([N:11]1[CH2:15][CH2:14][CH2:13][C@@H:12]1[CH:16]=[CH:17][CH2:18][OH:19])=[O:10])[C:2]1[CH:7]=[CH:6][CH:5]=[CH:4][CH:3]=1 |f:1.2,3.4|. Starting materials: CS(=O)(=O)OCCn1nc(C(c2ccccc2)c2ccccc2)ccc1=O, CCOC(C)=O, [I-], [K+], [K+], [Na+], O=C([O-])[O-], CN(C)C=O, CCOC(=O)CCCOc1cccc(O)c1. Product: CCOC(=O)CCCOc1cccc(OCCn2nc(C(c3ccccc3)c3ccccc3)ccc2=O)c1. As a reaction SMILES: [CH3:1][S:2](=[O:3])(=[O:4])[O:5][CH2:6][CH2:7][n:8]1[n:9][c:10]([CH:15]([c:16]2[cH:17][cH:18][cH:19][cH:20][cH:21]2)[c:22]2[cH:23][cH:24][cH:25][cH:26][cH:27]2)[cH:11][cH:12][c:13]1=[O:14].[CH3:52][CH2:53][O:54][C:55]([CH3:56])=[O:57].[I-:51].[K+:44].[K+:45].[Na+:50].[O-:46][C:47]([O-:48])=[O:49].[O:58]=[CH:59][N:60]([CH3:61])[CH3:62].[OH:28][c:29]1[cH:30][c:31]([O:32][CH2:33][CH2:34][CH2:35][C:36](=[O:37])[O:38][CH2:39][CH3:40])[cH:41][cH:42][cH:43]1>>[O:5]([CH2:6][CH2:7][n:8]1[n:9][c:10]([CH:15]([c:16]2[cH:17][cH:18][cH:19][cH:20][cH:21]2)[c:22]2[cH:23][cH:24][cH:25][cH:26][cH:27]2)[cH:11][cH:12][c:13]1=[O:14])[c:29]1[cH:30][c:31]([O:32][CH2:33][CH2:34][CH2:35][C:36](=[O:37])[O:38][CH2:39][CH3:40])[cH:41][cH:42][cH:43]1. Starting materials: FC1=C(C(=C(C(=C1F)F)F)F)F (hexafluorobenzene), C1(=CC=CC2=CC=CC=C12)O (1-naphthol), C([O-])([O-])=O.[K+].[K+] (potassium carbonate). Reported procedure: The monomer 1,4-bis(1-naphthoxy)tetrafluorobenzene (4FNE) was prepared as follows. A 100 mL round bottom flask equipped with a magnetic stirrer was charged with hexafluorobenzene (3.53 g, 0.0190 mole), 1-naphthol, and DMAc (50 mL). After the solids dissolved, potassium carbonate (6.50 g, 0.048 mole) was added and the mixture was heated at about 140° C. for 2 hr. The mixture was then cooled to room temperature, filtered, and poured into toluene (150 mL). The toluene solution was washed twice with... Product: C1(=CC=CC2=CC=CC=C12)OC1=C(C(=C(C(=C1F)F)OC1=CC=CC2=CC=CC=C12)F)F (1,4-bis(1-naphthoxy)tetrafluorobenzene), powder. Conditions: temperature 140 celsius. As a reaction SMILES: F[C:2]1[C:7]([F:8])=[C:6]([F:9])[C:5](F)=[C:4]([F:11])[C:3]=1[F:12].[C:13]1([OH:23])[C:22]2[C:17](=[CH:18][CH:19]=[CH:20][CH:21]=2)[CH:16]=[CH:15][CH:14]=1.[C:24](=[O:27])([O-])[O-].[K+].[K+]>CC(N(C)C)=O>[C:13]1([O:23][C:2]2[C:3]([F:12])=[C:4]([F:11])[C:5]([O:27][C:24]3[C:22]4[C:17](=[CH:16][CH:15]=[CH:14][CH:13]=4)[CH:18]=[CH:19][CH:20]=3)=[C:6]([F:9])[C:7]=2[F:8])[C:22]2[C:17](=[CH:18][CH:19]=[CH:20][CH:21]=2)[CH:16]=[CH:15][CH:14]=1 |f:2.3.4|. The solvent is CC(=O)N(C)C (DMAc). The reactants are ClC1=CC=C(C=C1)[C@@H](CN(C(OC(C)(C)C)=O)C(C)C)C(N1CCN(CC1)C1=C2C(=NC=C1C1=CC=CC=C1)NC=C2)=O ((S)-tert-Butyl 2-(4-chlorophenyl)-3-oxo-3-(4-(5-phenyl-1H-pyrrolo[2,3-b]pyri din-4-yl)piperazin-1-yl)propyl(isopropyl)carbamate), C1(=C(C(=C(C(=C1F)F)F)N)F)N.Cl.Cl (dihydrochloride), C(=O)(C(F)(F)F)O (TFA). The solvent is C(Cl)Cl (DCM). Reaction conditions: time 1 hour. The product is ClC1=CC=C(C=C1)[C@H](C(=O)N1CCN(CC1)C1=C2C(=NC=C1C1=CC=CC=C1)NC=C2)CNC(C)C ((S)-2-(4-chlorophenyl)-3-(isopropylamino)-1-(4-(5-phenyl-1H-pyrrolo[2,3-b]pyridin-4-yl)piperazin-1-yl)propan-1-one). The yield is 39.8%. RXN SMILES: [Cl:1][C:2]1[CH:7]=[CH:6][C:5]([C@H:8]([C:21](=[O:43])[N:22]2[CH2:27][CH2:26][N:25]([C:28]3[C:33]([C:34]4[CH:39]=[CH:38][CH:37]=[CH:36][CH:35]=4)=[CH:32][N:31]=[C:30]4[NH:40][CH:41]=[CH:42][C:29]=34)[CH2:24][CH2:23]2)[CH2:9][N:10]([CH:18]([CH3:20])[CH3:19])C(=O)OC(C)(C)C)=[CH:4][CH:3]=1.C(O)(C(F)(F)F)=O.C1(N)C(F)=C(F)C(F)=C(N)C=1F.Cl.Cl>C(Cl)Cl>[Cl:1][C:2]1[CH:7]=[CH:6][C:5]([C@@H:8]([CH2:9][NH:10][CH:18]([CH3:20])[CH3:19])[C:21]([N:22]2[CH2:23][CH2:24][N:25]([C:28]3[C:33]([C:34]4[CH:39]=[CH:38][CH:37]=[CH:36][CH:35]=4)=[CH:32][N:31]=[C:30]4[NH:40][CH:41]=[CH:42][C:29]=34)[CH2:26][CH2:27]2)=[O:43])=[CH:4][CH:3]=1 |f:2.3.4|. Procedure details: (S)-tert-Butyl 2-(4-chlorophenyl)-3-oxo-3-(4-(5-phenyl-1H-pyrrolo[2,3-b]pyri din-4-yl)piperazin-1-yl)propyl(isopropyl)carbamate (0.003 g, 0.0050 mmol) was placed in DCM (2 mL) at room temperature. TFA (0.4 mL) was then added, and the reaction was stirred for 1 hour. The reaction was concentrated to dryness. The crude residue was dissolved in minimal DCM and added dropwise to a stirring solution of 1M HCl in ether (10 mL). The solid product was then filtered, washed with ether, and dried to give ...